This data is from the Open Reaction Database (ORD), a public repository of structured organic reaction records. The task is: describe an organic reaction: reactants, conditions, products, and yield Reported procedure: 207 mg of potassium carbonate and 0.144 ml of chloromethyl pivalate are added to 200 mg of 4-[(3-bromophenyl)amino]-6{[(2-carboxy-vinyl)carbonyl]amino}-quinazoline in 2 ml of dimethylsulphoxide. Then a further 30 mg of sodium iodide are added and the reaction mixture is stirred for 48 hours at ambient temperature. For working up, the reaction mixture is diluted with 20 ml of water and extracted with ethyl acetate. The combined extracts are washed with saturated sodium chloride solution, dried ov... Conditions: time 48 hour. Run in CS(=O)C (dimethylsulphoxide), O (water). Yields the product BrC=1C=C(C=CC1)NC1=NC=NC2=CC=C(C=C12)NC(C=CC(=O)OCOC(=O)C(C)(C)C)=O (4-[(3-Bromophenyl)amino]-6-({4-[(tert-butylcarbonyloxy)methoxy]-1,4-dioxo-2-buten-1-yl}amino) quinazoline). As a reaction SMILES: C(=O)([O-])[O-].[K+].[K+].[C:7]([O:13][CH2:14]Cl)(=[O:12])[C:8]([CH3:11])([CH3:10])[CH3:9].[Br:16][C:17]1[CH:18]=[C:19]([NH:23][C:24]2[C:33]3[C:28](=[CH:29][CH:30]=[C:31]([NH:34][C:35]([CH:37]=[CH:38][C:39]([OH:41])=[O:40])=[O:36])[CH:32]=3)[N:27]=[CH:26][N:25]=2)[CH:20]=[CH:21][CH:22]=1.[I-].[Na+]>CS(C)=O.O>[Br:16][C:17]1[CH:18]=[C:19]([NH:23][C:24]2[C:33]3[C:28](=[CH:29][CH:30]=[C:31]([NH:34][C:35](=[O:36])[CH:37]=[CH:38][C:39]([O:41][CH2:14][O:13][C:7]([C:8]([CH3:11])([CH3:10])[CH3:9])=[O:12])=[O:40])[CH:32]=3)[N:27]=[CH:26][N:25]=2)[CH:20]=[CH:21][CH:22]=1 |f:0.1.2,5.6|. Reactants: [I-].[Na+] (sodium iodide), C([O-])([O-])=O.[K+].[K+] (potassium carbonate), C(C(C)(C)C)(=O)OCCl (chloromethyl pivalate), BrC=1C=C(C=CC1)NC1=NC=NC2=CC=C(C=C12)NC(=O)C=CC(=O)O (4-[(3-bromophenyl)amino]-6{[(2-carboxy-vinyl)carbonyl]amino}-quinazoline). Product: CSC1=NC(=CC(=C1NC(=O)N(CC1=CC=C(C=C1)C(C)C)C1CC2=CC=CC=C2C1)SC)C (N-[2,4-Bis(methylthio)-6-methylpyridin-3-yl]-N'-(indan-2-yl)-N'-(4-isopropylbenzyl)urea). Starting materials: C(C)(C)C1=CC=C(CNC2CC3=CC=CC=C3C2)C=C1 (2-(4-isopropylbenzylamino)indane), CSC1=NC(=CC(=C1N=C=O)SC)C (2,4-bis(methylthio)-6-methylpyridin-3-yl isocyanate). Solvent: CN(C=O)C (dimethylformamide), C(C)(=O)OCC (ethyl acetate). Procedure details: A solution of 2-(4-isopropylbenzylamino)indane (159 mg, 0.6 mmol) and 2,4-bis(methylthio)-6-methylpyridin-3-yl isocyanate (136 mg, 0.6 mmol) in 3 ml dimethylformamide was heated at 80° C. under nitrogen overnight. The reaction mixture was cooled to room temperature, diluted with 50 ml ethyl acetate and washed with 3×50 ml water, then 50 ml brine, dried (sodium sulfate), filtered and concentrated in vacuo. The solid residue (265 mg) was purified by column chromatography on silica gel (150 g), elu... The yield is 66.1%. As a reaction SMILES: [CH:1]([C:4]1[CH:20]=[CH:19][C:7]([CH2:8][NH:9][CH:10]2[CH2:18][C:17]3[C:12](=[CH:13][CH:14]=[CH:15][CH:16]=3)[CH2:11]2)=[CH:6][CH:5]=1)([CH3:3])[CH3:2].[CH3:21][S:22][C:23]1[C:28]([N:29]=[C:30]=[O:31])=[C:27]([S:32][CH3:33])[CH:26]=[C:25]([CH3:34])[N:24]=1>CN(C)C=O.C(OCC)(=O)C>[CH3:21][S:22][C:23]1[C:28]([NH:29][C:30]([N:9]([CH:10]2[CH2:18][C:17]3[C:12](=[CH:13][CH:14]=[CH:15][CH:16]=3)[CH2:11]2)[CH2:8][C:7]2[CH:19]=[CH:20][C:4]([CH:1]([CH3:3])[CH3:2])=[CH:5][CH:6]=2)=[O:31])=[C:27]([S:32][CH3:33])[CH:26]=[C:25]([CH3:34])[N:24]=1. The reactants are [Br-], Brc1cccc2[nH]ccc12, C[Mg+], ClCc1cccnc1, ClCCl. Product: Brc1cccc2[nH]cc(Cc3cccnc3)c12. RXN SMILES: [Br-:11].[Br:1][c:2]1[c:3]2[cH:4][cH:5][nH:6][c:7]2[cH:8][cH:9][cH:10]1.[CH3:12][Mg+:13].[Cl:14][CH2:15][c:16]1[cH:17][n:18][cH:19][cH:20][cH:21]1.[Cl:22][CH2:23][Cl:24]>>[Br:1][c:2]1[c:3]2[c:4]([CH2:15][c:16]3[cH:17][n:18][cH:19][cH:20][cH:21]3)[cH:5][nH:6][c:7]2[cH:8][cH:9][cH:10]1. Reactants: C(C)(C)(C)OC(NCC1(C(C1)CC(C)C)C1=NOC(N1)=O)=O ({2-isobutyl-1-(5-oxo-4,5-dihydro-[1,2,4]oxadiazol-3-yl)-cyclopropylmethyl}-carbamic acid tert-butyl ester), Cl (HCl). Solvent: CCOCC (ether), O1CCOCC1 (1,4-dioxane). Reaction conditions: time 8 hour. The product is Cl.NCC1(C(C1)CC(C)C)C1=NOC(N1)=O (3-(1-aminomethyl-2-isobutyl-cyclopropyl)-4H-[1,2,4]oxadiazol-5-one hydrochloride). Yield: 79.0%. Reaction SMILES: C(OC(=O)[NH:7][CH2:8][C:9]1([C:16]2[NH:20][C:19](=[O:21])[O:18][N:17]=2)[CH2:11][CH:10]1[CH2:12][CH:13]([CH3:15])[CH3:14])(C)(C)C.[ClH:23]>O1CCOCC1.CCOCC>[ClH:23].[NH2:7][CH2:8][C:9]1([C:16]2[NH:20][C:19](=[O:21])[O:18][N:17]=2)[CH2:11][CH:10]1[CH2:12][CH:13]([CH3:15])[CH3:14] |f:4.5|. Reported procedure: To a solution of {2-isobutyl-1-(5-oxo-4,5-dihydro-[1,2,4]oxadiazol-3-yl)-cyclopropylmethyl}-carbamic acid tert-butyl ester (4.2 g, 13.5 mmol) in dry 1,4-dioxane (20 ml) was added 4N HCl (40 mL, in 1,4-dioxane). The reaction mixture was stirred at room temperature overnight and diluted with ether (100 mL). The precipitate was collected and washed with ether and dried to give 2.6 g (79%) of 3-(1-aminomethyl-2-isobutyl-cyclopropyl)-4H-[1,2,4]oxadiazol-5-one hydrochloride as a white solid: mp: 181-1...